The task is: describe an organic reaction: reactants, conditions, products, and yield. This data is from the Open Reaction Database (ORD), a public repository of structured organic reaction records. The reactants are [N+](=O)([O-])C=1N=CN(C1)CCCCN1C(C2=CC=CC=C2C1=O)=O (2-[4-(4-nitro-1H-imidazol-1-yl)butyl]-1H-isoindole-1,3(2H)dione), NN (hydrazine). Solvent: C(C)O (ethanol). The product is [N+](=O)([O-])C=1N=CN(C1)CCCCN (4-nitro-1H-imidazole-1-butanamine). The yield is 169.2%. Reaction SMILES: [N+:1]([C:4]1[N:5]=[CH:6][N:7]([CH2:9][CH2:10][CH2:11][CH2:12][N:13]2C(=O)C3C(=CC=CC=3)C2=O)[CH:8]=1)([O-:3])=[O:2].NN>C(O)C>[N+:1]([C:4]1[N:5]=[CH:6][N:7]([CH2:9][CH2:10][CH2:11][CH2:12][NH2:13])[CH:8]=1)([O-:3])=[O:2]. Reported procedure: A mixture of 33.31 g of the product of Stage A, 555 ml of ethanol and 11.33 ml of hydrazine are taken to reflux for 20 hours. After filtering, the reaction medium is left to return to ambient temperature and brought to dryness. 33.04 g of product is obtained. Starting materials: [Br-], OCCCCO, CCC1(CBr)COC1, CCCCCCC, CCCC[N+](CCCC)(CCCC)CCCC, [Na+], [OH-], O. Yields the product CCC1(COCCCCO)COC1. As a reaction SMILES: [Br-:24].[CH2:1]([CH2:2][CH2:3][CH2:4][OH:5])[OH:6].[CH2:9]([CH3:10])[C:11]1([CH2:15][Br:16])[CH2:12][O:13][CH2:14]1.[CH3:17][CH2:18][CH2:19][CH2:20][CH2:21][CH2:22][CH3:23].[CH3:25][CH2:26][CH2:27][CH2:28][N+:29]([CH2:30][CH2:31][CH2:32][CH3:33])([CH2:34][CH2:35][CH2:36][CH3:37])[CH2:38][CH2:39][CH2:40][CH3:41].[Na+:8].[OH-:7].[OH2:42]>>[CH2:1]([CH2:2][CH2:3][CH2:4][O:5][CH2:15][C:11]1([CH2:9][CH3:10])[CH2:12][O:13][CH2:14]1)[OH:6].